This data is from the Open Reaction Database (ORD), a public repository of structured organic reaction records. The task is: describe an organic reaction: reactants, conditions, products, and yield Run in C(C)O (ethanol), C(C)O (ethanol), O1CCCC1 (tetrahydrofuran). Product: C(C)OC(CC(=O)COCC)=O (γ-ethoxyacetoacetic acid ethyl ester). Reported procedure: 2.2 mol of sodium ethylate in ethanol -- prepared from 55.2 g (2.2 mols) of sodium and 500 ml of ethanol -- were diluted with 500 ml of tetrahydrofuran. 164.5 g (1 mol) of γ-chloroacetoacetic acid ethyl ester were added to the solution, at room temperature, sufficiently rapidly that the reaction temperature rose to 50° C. The mixture was then cooled to room temperature, 72 g (1.2 mols) of glacial acetic acid were added, the solvent was evaporated off on a rotary evaporator in vacuo, the residue ... The yield is 71.0%. Reaction SMILES: [CH3:1][CH2:2][O-:3].[Na+].[Na].[CH2:6]([O:8][C:9](=[O:15])[CH2:10][C:11]([CH2:13]Cl)=[O:12])[CH3:7].C(O)(=O)C>C(O)C.O1CCCC1>[CH2:6]([O:8][C:9](=[O:15])[CH2:10][C:11]([CH2:13][O:3][CH2:2][CH3:1])=[O:12])[CH3:7] |f:0.1,^1:4|. Reactants: CC[O-].[Na+] (sodium ethylate), [Na] (sodium), C(C)(=O)O (acetic acid), C(C)OC(CC(=O)CCl)=O (γ-chloroacetoacetic acid ethyl ester). Starting materials: CN1C=NC(=C1CO)C ((1,4-dimethyl-1H-imidazol-5-yl)methanol), [H-].[Na+] (NaH), crude intermediate, C(CCC)C1=C(C=NN1C1=NC=C(C(=N1)C=1SC=CC1)C)CCl (2-(5-butyl-4-(chloromethyl)-1H-pyrazol-1-yl)-5-methyl-4-(thiophen-2-yl)pyrimidine). Run in CN(C)C=O (DMF). Run at time 30 minute. The product is C(CCC)C1=C(C=NN1C1=NC=C(C(=N1)C=1SC=CC1)C)COCC1=C(N=CN1C)C (2-(5-Butyl-4-(((1,4-dimethyl-1H-imidazol-5-yl)methoxy)methyl)-1H-pyrazol-1-yl)-5-methyl-4-(thiophen-2-yl)pyrimidine). Isolated yield 1.9%. RXN SMILES: [CH3:1][N:2]1[C:6]([CH2:7][OH:8])=[C:5]([CH3:9])[N:4]=[CH:3]1.[H-].[Na+].[CH2:12]([C:16]1[N:20]([C:21]2[N:26]=[C:25]([C:27]3[S:28][CH:29]=[CH:30][CH:31]=3)[C:24]([CH3:32])=[CH:23][N:22]=2)[N:19]=[CH:18][C:17]=1[CH2:33]Cl)[CH2:13][CH2:14][CH3:15]>CN(C=O)C>[CH2:12]([C:16]1[N:20]([C:21]2[N:26]=[C:25]([C:27]3[S:28][CH:29]=[CH:30][CH:31]=3)[C:24]([CH3:32])=[CH:23][N:22]=2)[N:19]=[CH:18][C:17]=1[CH2:33][O:8][CH2:7][C:6]1[N:2]([CH3:1])[CH:3]=[N:4][C:5]=1[CH3:9])[CH2:13][CH2:14][CH3:15] |f:1.2|. Procedure: To a 20 mL vial was added (1,4-dimethyl-1H-imidazol-5-yl)methanol (32 mg, 0.26 mmol), NaH (10 mg, 60% in oil, 0.12 mmol) and 4 mL of DMF. The reaction mixture was stirred at room temperature for 30 minutes, at which time the reaction was cooled to 0° C., the crude intermediate 2-(5-butyl-4-(chloromethyl)-1H-pyrazol-1-yl)-5-methyl-4-(thiophen-2-yl)pyrimidine (60 mg, 0.17 mmol) was added, warmed to room temperature and stirred for an additional 2 hours. The crude reaction was partitioned between w... Reactants: ClC1=CC(=NC(=N1)C1=CC=CC=C1)NC(CN1CCN(CC1)C\C=C\C1=CC=CC=C1)=O (N-(6-Chloro-2-phenylpyrimidin-4-yl)-2-{4-[(2E)-3-phenylprop-2-enyl]piperazin-1-yl}acetamide), C(C)(C)N(C(C)C)CC (N,N-diisopropylethylamine), Cl.NCC(=O)N (glycinamide hydrochloride). Reaction conditions: temperature 100 celsius. Product: C1(=CC=CC=C1)C1=NC(=CC(=N1)NCC(=O)N)NC(CN1CCN(CC1)C\C=C\C1=CC=CC=C1)=O (2-({2-Phenyl-6-[({4-[(2E)-3-phenylprop-2-enyl]piperazin-1-yl}acetyl)amino]pyrimidin-4-yl}amino)acetamide). The yield is 3.9%. As a reaction SMILES: Cl[C:2]1[N:7]=[C:6]([C:8]2[CH:13]=[CH:12][CH:11]=[CH:10][CH:9]=2)[N:5]=[C:4]([NH:14][C:15](=[O:32])[CH2:16][N:17]2[CH2:22][CH2:21][N:20]([CH2:23]/[CH:24]=[CH:25]/[C:26]3[CH:31]=[CH:30][CH:29]=[CH:28][CH:27]=3)[CH2:19][CH2:18]2)[CH:3]=1.C(N(CC)C(C)C)(C)C.Cl.[NH2:43][CH2:44][C:45]([NH2:47])=[O:46]>>[C:8]1([C:6]2[N:7]=[C:2]([NH:43][CH2:44][C:45]([NH2:47])=[O:46])[CH:3]=[C:4]([NH:14][C:15](=[O:32])[CH2:16][N:17]3[CH2:22][CH2:21][N:20]([CH2:23]/[CH:24]=[CH:25]/[C:26]4[CH:31]=[CH:30][CH:29]=[CH:28][CH:27]=4)[CH2:19][CH2:18]3)[N:5]=2)[CH:13]=[CH:12][CH:11]=[CH:10][CH:9]=1 |f:2.3|. Procedure: To a crude sample of N-(6-chloro-2-phenylpyrimidin-4-yl)-2-{4-[(2E)-3-phenylprop-2-enyl]piperazin-1-yl}acetamide (22.54) (0.75 g in 60 ml DMSO) were added glycinamide hydrochloride (1.85 g in 10 ml DMSO) and N,N-diisopropylethylamine (2.96 ml) and the mixture heated to 100° C. for 16 hrs. The solvent was then removed in vacuo and the residue purified twice by flash chromatography on silica gel using mixtures of dichloromethane and methanol (97:3, 95:5 then 93:7 v/v/v). Further purification by re... Starting materials: O=[N+]([O-])c1ccc(F)cc1Br, O=C([O-])[O-], CN1CCCC1=O, FC(F)(F)C1(c2cc(Cl)cc(Cl)c2)CCNC1, [K+], [K+], O. The product is O=[N+]([O-])c1ccc(N2CCC(c3cc(Cl)cc(Cl)c3)(C(F)(F)F)C2)cc1Br. As a reaction SMILES: [Br:18][c:19]1[c:20]([N+:26](=[O:27])[O-:28])[cH:21][cH:22][c:23]([F:25])[cH:24]1.[C:29](=[O:30])([O-:31])[O-:32].[CH3:36][N:37]1[CH2:38][CH2:39][CH2:40][C:41]1=[O:42].[Cl:1][c:2]1[cH:3][c:4]([C:9]2([C:14]([F:15])([F:16])[F:17])[CH2:10][NH:11][CH2:12][CH2:13]2)[cH:5][c:6]([Cl:8])[cH:7]1.[K+:33].[K+:34].[OH2:35]>>[Cl:1][c:2]1[cH:3][c:4]([C:9]2([C:14]([F:15])([F:16])[F:17])[CH2:10][N:11]([c:23]3[cH:22][cH:21][c:20]([N+:26](=[O:27])[O-:28])[c:19]([Br:18])[cH:24]3)[CH2:12][CH2:13]2)[cH:5][c:6]([Cl:8])[cH:7]1. The reactants are [OH-].[Li+] (lithium hydroxide), CN(C=CC(=O)C1=CC(=NC=C1)Cl)C (3-dimethylamino-1-(2-chloro-4-pyridyl)-2-propen-1-one), N(=O)O.C(C)OC(=O)CC=1C=C(C=CC1)NC(=N)N (3-ethoxycarbonylmethyl-phenyl-guanidine nitrite), [OH-].[Li+] (lithium hydroxide). The solvent is CC(CC)O (2-butanol). The product is C(=O)(O)CC=1C=C(C=CC1)NC1=NC=CC(=N1)C1=CC(=NC=C1)Cl (N-[3-carboxymethyl-phenyl]-4-(2-chloro-4-pyridyl)-2-pyrimidineamine). The yield is 78.6%. Reaction SMILES: CN(C)[CH:3]=[CH:4][C:5]([C:7]1[CH:12]=[CH:11][N:10]=[C:9]([Cl:13])[CH:8]=1)=O.N(O)=O.C([O:20][C:21]([CH2:23][C:24]1[CH:25]=[C:26]([NH:30][C:31]([NH2:33])=[NH:32])[CH:27]=[CH:28][CH:29]=1)=[O:22])C.[OH-].[Li+]>CC(O)CC>[C:21]([CH2:23][C:24]1[CH:25]=[C:26]([NH:30][C:31]2[N:32]=[C:5]([C:7]3[CH:12]=[CH:11][N:10]=[C:9]([Cl:13])[CH:8]=3)[CH:4]=[CH:3][N:33]=2)[CH:27]=[CH:28][CH:29]=1)([OH:20])=[O:22] |f:1.2,3.4|. Procedure: A mixture of 3-dimethylamino-1-(2-chloro-4-pyridyl)-2-propen-1-one (1.05 g, 5.0 mmol), 3-ethoxycarbonylmethyl-phenyl-guanidine nitrite (1.42 g, 5.0 mmol), lithium hydroxide (0.12 g, 5.0 mmol) in 2-butanol (15 mL) is heated to reflux for 24 hours. After cooling to room temperature, the solvent is evaporated under reduced pressure. Water (40 mL) is added and extracted with ethyl acetate (2×50 mL). The combined organic layers are dried over sodium sulfate, filtrated and concentrated. The residue is... The reactants are COC(=O)C1=C(C2=C(N=CN=C2NC2=C(C=C(C=C2)Cl)O[C@@H]2CN(CCC2)C(C(F)(F)F)=O)S1)C (4-{4-Chloro-2-[(S)-1-(2,2,2-trifluoro-acetyl)-piperidin-3-yloxy]-phenylamino}-5-methyl-thieno[2,3-d]pyrimidine-6-carboxylic acid methyl ester), N (ammonia). The solvent is CO (methanol). Reaction conditions: temperature 100 celsius. Yields the product ClC1=CC(=C(C=C1)NC=1C2=C(N=CN1)SC(=C2C)C(=O)N)O[C@@H]2CNCCC2 (4-[4-Chloro-2-((S)-piperidin-3-yloxy)-phenylamino]-5-methyl-thieno[2,3-d]pyrimidine-6-carboxylic acid amide). As a reaction SMILES: CO[C:3]([C:5]1[S:34][C:8]2[N:9]=[CH:10][N:11]=[C:12]([NH:13][C:14]3[CH:19]=[CH:18][C:17]([Cl:20])=[CH:16][C:15]=3[O:21][C@H:22]3[CH2:27][CH2:26][CH2:25][N:24](C(=O)C(F)(F)F)[CH2:23]3)[C:7]=2[C:6]=1[CH3:35])=[O:4].[NH3:36]>CO>[Cl:20][C:17]1[CH:18]=[CH:19][C:14]([NH:13][C:12]2[C:7]3[C:6]([CH3:35])=[C:5]([C:3]([NH2:36])=[O:4])[S:34][C:8]=3[N:9]=[CH:10][N:11]=2)=[C:15]([O:21][C@H:22]2[CH2:27][CH2:26][CH2:25][NH:24][CH2:23]2)[CH:16]=1. Procedure details: 4-{4-Chloro-2-[(S)-1-(2,2,2-trifluoro-acetyl)-piperidin-3-yloxy]-phenylamino}-5-methyl-thieno[2,3-d]pyrimidine-6-carboxylic acid methyl ester (150 mg) and ammonia in methanol (7M; 5 ml) were combined and heated at 100° C. in sealed tube. The reaction heated under these conditions for 48 h. The residue was purified by chromatography tho give the inteded product.